From a dataset of the Open Reaction Database (ORD), a public repository of structured organic reaction records. describe an organic reaction: reactants, conditions, products, and yield Starting materials: CC(=O)NC1C(O)OC(CO)C(O)C1O, CCCCCCCCCCCCCCCC(=O)Cl, CN(C)C=O, c1ccncc1. Yields the product CCCCCCCCCCCCCCCC(=O)OCC1OC(O)C(NC(C)=O)C(O)C1O. RXN SMILES: [C:1]([CH3:2])(=[O:3])[NH:4][CH:5]1[CH:6]([OH:7])[O:8][CH:9]([CH2:14][OH:15])[CH:10]([OH:13])[CH:11]1[OH:12].[C:22]([CH2:23][CH2:24][CH2:25][CH2:26][CH2:27][CH2:28][CH2:29][CH2:30][CH2:31][CH2:32][CH2:33][CH2:34][CH2:35][CH2:36][CH3:37])(=[O:38])[Cl:39].[CH3:40][N:41]([CH3:42])[CH:43]=[O:44].[cH:16]1[cH:17][cH:18][n:19][cH:20][cH:21]1>>[C:1]([CH3:2])(=[O:3])[NH:4][CH:5]1[CH:6]([OH:7])[O:8][CH:9]([CH2:14][O:15][C:22]([CH2:23][CH2:24][CH2:25][CH2:26][CH2:27][CH2:28][CH2:29][CH2:30][CH2:31][CH2:32][CH2:33][CH2:34][CH2:35][CH2:36][CH3:37])=[O:38])[CH:10]([OH:13])[CH:11]1[OH:12]. The reactants are ketone, CO (methanol), C(C)(C)(C)OC(=O)N1[C@@H]([C@@H](CCC1)OCC1=CC(=CC=C1)C#N)C1=CC=CC=C1 ((2R*,3R*)-1-t-Butyloxycarbonyl-3-((3-cyanophenyl)methyloxy)-2-phenylpiperidine), [BH4-].[Na+] (Sodium borohydride). Reaction conditions: time 30 minute. The product is OC1C(NCCC1)(C1=CC=CC=C1)C (3-hydroxy-2-methyl-2-phenylpiperidine). Reaction SMILES: C(OC([N:8]1[CH2:13][CH2:12][CH2:11][C@@H:10]([O:14]CC2C=CC=C(C#N)C=2)[C@H:9]1[C:24]1[CH:29]=[CH:28][CH:27]=[CH:26][CH:25]=1)=O)(C)(C)C.[BH4-].[Na+].[CH3:32]O>>[OH:14][CH:10]1[CH2:11][CH2:12][CH2:13][NH:8][C:9]1([CH3:32])[C:24]1[CH:25]=[CH:26][CH:27]=[CH:28][CH:29]=1 |f:1.2|. Procedure: The ketone of (a) above (3.2 g) was suspended in methanol under nitrogen and the temperature brought to -40° C. Sodium borohydride (0.3 g) was added portionwise. The mixture was stirred for 30 min and then concentrated in vacuo, azeotroping with tetrahydrofuran. Borane tetrahydrofuran complex (64 ml, 1.0M in tetrahydrofuran) was added and the mixture was heated at reflux overnight. The mixture was cooled and quenched carefully with methanol, and the mixture was then concentrated in vacuo. The re... Reactants: COC1=CC2=C(CCN(CC2)CC(F)(F)F)C=C1[N+](=O)[O-] (7-methoxy-8-nitro-3-(2,2,2-trifluoro-ethyl)-2,3,4,5-tetrahydro-1H-benzo[d]azepine), O.NN (hydrazine monohydrate). Reagents/catalysts: [Pd] (palladium). Solvent: CO (methanol). Run at temperature 70 celsius. Product: COC=1C(=CC2=C(CCN(CC2)CC(F)(F)F)C1)N (8-methoxy-3-(2,2,2-trifluoro-ethyl)-2,3,4,5-tetrahydro-1H-benzo[d]azepin-7-ylamine). Isolated yield 89.3%. Reaction SMILES: [CH3:1][O:2][C:3]1[C:18]([N+:19]([O-])=O)=[CH:17][C:6]2[CH2:7][CH2:8][N:9]([CH2:12][C:13]([F:16])([F:15])[F:14])[CH2:10][CH2:11][C:5]=2[CH:4]=1.O.NN>CO.[Pd]>[CH3:1][O:2][C:3]1[C:18]([NH2:19])=[CH:17][C:6]2[CH2:7][CH2:8][N:9]([CH2:12][C:13]([F:14])([F:15])[F:16])[CH2:10][CH2:11][C:5]=2[CH:4]=1 |f:1.2|. Reported procedure: Into a 1-neck round-bottom flask was added 7-methoxy-8-nitro-3-(2,2,2-trifluoro-ethyl)-2,3,4,5-tetrahydro-1H-benzo[d]azepine (310 mg, 1.0 mmol), hydrazine monohydrate (10 mL, 0.2 mol), palladium (10% wt on C, 50% wet; 100 mg, 0.9 mmol), in methanol (20 mL). The reaction mixture was heated at 70° C. for 3 hours. The reaction mixture was filtered through Celite and was concentrated. The resulting precipitate was partitioned between water and dichloromethane. The organic phase was washed with anoth... Starting materials: NC1=C(N=NN1C(CCCC1=CC=CC=C1)C)C(=O)N (5-amino-1-(1-methyl-4-phenyl-butyl)-1H-[1,2,3]triazole-4-carboxamide), CN(C1=CC=C(C=C1)CC(=O)OC)C (methyl 4-dimethylaminophenylacetate). The product is CN(C1=CC=C(CC=2NC(C3=C(N2)N(N=N3)C(CCCC3=CC=CC=C3)C)=O)C=C1)C (5-(4-Dimethylamino-benzyl)-3-(1-methyl-4-phenyl-butyl)-3,6-dihydro-[1,2,3]triazolo[4,5-d]pyrimidin-7-one). Reaction SMILES: [NH2:1][C:2]1[N:6]([CH:7]([CH3:17])[CH2:8][CH2:9][CH2:10][C:11]2[CH:16]=[CH:15][CH:14]=[CH:13][CH:12]=2)[N:5]=[N:4][C:3]=1[C:18]([NH2:20])=[O:19].[CH3:21][N:22]([CH3:34])[C:23]1[CH:28]=[CH:27][C:26]([CH2:29][C:30](OC)=O)=[CH:25][CH:24]=1>>[CH3:34][N:22]([CH3:21])[C:23]1[CH:28]=[CH:27][C:26]([CH2:29][C:30]2[NH:20][C:18](=[O:19])[C:3]3[N:4]=[N:5][N:6]([CH:7]([CH3:17])[CH2:8][CH2:9][CH2:10][C:11]4[CH:12]=[CH:13][CH:14]=[CH:15][CH:16]=4)[C:2]=3[N:1]=2)=[CH:25][CH:24]=1. Procedure: Analogously to the procedure of Example 5, the title compound is prepared from 1.0 g (3.8 mmol) of 5-amino-1-(1-methyl-4-phenyl-butyl)-1H-[1,2,3]triazole-4-carboxamide and 1.77 g (9.15 mmol) of methyl 4-dimethylaminophenylacetate.